This data is from the Open Reaction Database (ORD), a public repository of structured organic reaction records. The task is: describe an organic reaction: reactants, conditions, products, and yield Reactants: C1C=CC2=CC=CC=C12 (indene), metal, [Na] (sodium). The solvent is O1CCCC1 (tetrahydrofuran). Product: [Na].C1C=CC2=CC=CC=C12 (Indene Sodium Salt). Reaction SMILES: [CH2:1]1[C:9]2[C:4](=[CH:5][CH:6]=[CH:7][CH:8]=2)[CH:3]=[CH:2]1.[Na:10]>O1CCCC1>[Na:10].[CH2:1]1[C:9]2[C:4](=[CH:5][CH:6]=[CH:7][CH:8]=2)[CH:3]=[CH:2]1 |f:3.4,^1:9,15|. Procedure: 50 ml of purified tetrahydrofuran (THF) was charged into a three-necked 300 ml flask, then 20 g of indene and 4 g of metal sodium were added, and reaction was allowed to take place at reflux for 4 hours. Thereafter, unreacted sodium was removed and then a 2 mols/l THF solution was prepared using the reaction product. Reactants: CNCc1ccccc1, Clc1cncc(Cl)n1. Yields the product CN(Cc1ccccc1)c1cncc(Cl)n1. Reaction SMILES: [CH3:1][NH:2][CH2:3][c:4]1[cH:5][cH:6][cH:7][cH:8][cH:9]1.[Cl:10][c:11]1[n:12][c:13]([Cl:17])[cH:14][n:15][cH:16]1>>[CH3:1][N:2]([CH2:3][c:4]1[cH:5][cH:6][cH:7][cH:8][cH:9]1)[c:11]1[n:12][c:13]([Cl:17])[cH:14][n:15][cH:16]1. Starting materials: CO, O, CN(C)S(=O)(=O)c1cccc([N+](=O)[O-])c1NCCO. Product: CN(C)S(=O)(=O)c1cccc(N)c1NCCO. Reaction SMILES: [CH3:20][OH:21].[OH2:22].[OH:1][CH2:2][CH2:3][NH:4][c:5]1[c:6]([S:14](=[O:15])(=[O:16])[N:17]([CH3:18])[CH3:19])[cH:7][cH:8][cH:9][c:10]1[N+:11]([O-:12])=[O:13]>>[OH:1][CH2:2][CH2:3][NH:4][c:5]1[c:6]([S:14](=[O:15])(=[O:16])[N:17]([CH3:18])[CH3:19])[cH:7][cH:8][cH:9][c:10]1[NH2:11]. The reactants are C(C)(=O)OC1CCC=2C1=NC=C(C2N2C[C@H](C[C@H](C2)C(F)(F)F)NC(=O)OC(C)(C)C)NC(=O)C2=NC(=C(C=C2)F)C2=C(C=C(C=C2F)C(C)(C)O)F (4-[(3S,5R)-3-[(tert-butoxycarbonyl)amino]-5-(trifluoromethyl)piperidin-1-yl]-3-[({6-[2,6-difluoro-4-(1-hydroxy-1-methylethyl)phenyl]-5-fluoropyridin-2-yl}carbonyl)amino]-6,7-dihydro-5H-cyclopenta[b]pyridin-7-yl acetate), [OH-].[Na+] (NaOH), Cl (HCl), O1CCOCC1 (dioxane). The solvent is CO (MeOH), C1CCOC1 (THF). Run at time 0.5 hour. Product: N[C@@H]1CN(C[C@@H](C1)C(F)(F)F)C1=C2C(=NC=C1NC(=O)C1=NC(=C(C=C1)F)C1=C(C=C(C=C1F)C(C)(C)O)F)C(CC2)O (N-{4-[(3S,5R)-3-Amino-5-(trifluoromethyl)piperidin-1-yl]-7-hydroxy-6,7-dihydro-5H-cyclopenta[b]pyridin-3-yl}-6-[2,6-difluoro-4-(1-hydroxy-1-methylethyl)phenyl]-5-fluoropyridine-2-carboxamide). Reaction SMILES: C([O:4][CH:5]1[C:9]2=[N:10][CH:11]=[C:12]([NH:32][C:33]([C:35]3[CH:40]=[CH:39][C:38]([F:41])=[C:37]([C:42]4[C:47]([F:48])=[CH:46][C:45]([C:49]([OH:52])([CH3:51])[CH3:50])=[CH:44][C:43]=4[F:53])[N:36]=3)=[O:34])[C:13]([N:14]3[CH2:19][C@H:18]([C:20]([F:23])([F:22])[F:21])[CH2:17][C@H:16]([NH:24]C(OC(C)(C)C)=O)[CH2:15]3)=[C:8]2[CH2:7][CH2:6]1)(=O)C.[OH-].[Na+].Cl.O1CCOCC1>CO.C1COCC1>[NH2:24][C@H:16]1[CH2:17][C@@H:18]([C:20]([F:21])([F:22])[F:23])[CH2:19][N:14]([C:13]2[C:12]([NH:32][C:33]([C:35]3[CH:40]=[CH:39][C:38]([F:41])=[C:37]([C:42]4[C:43]([F:53])=[CH:44][C:45]([C:49]([OH:52])([CH3:51])[CH3:50])=[CH:46][C:47]=4[F:48])[N:36]=3)=[O:34])=[CH:11][N:10]=[C:9]3[CH:5]([OH:4])[CH2:6][CH2:7][C:8]=23)[CH2:15]1 |f:1.2|. Procedure details: A mixture of 4-[(3S,5R)-3-[(tert-butoxycarbonyl)amino]-5-(trifluoromethyl)piperidin-1-yl]-3-[({6-[2,6-difluoro-4-(1-hydroxy-1-methylethyl)phenyl]-5-fluoropyridin-2-yl}carbonyl)amino]-6,7-dihydro-5H-cyclopenta[b]pyridin-7-yl acetate (0.015 g, 0.020 mmol) in MeOH (0.8 mL), THF (0.8 mL) and 1.0 M aq. NaOH (0.8 mL, 0.8 mmol) was stirred at room temperature for 0.5 h. The solution was then concentrated under reduced pressure and the remaining aqueous phase was extracted with EtOAc. The organic extrac... Reactants: CN1N=C(C=2N=C(N=C(C21)O)C(C)C)C (1,3-dimethyl-5-isopropyl-1H-pyrazolo[4,3-d]pyrimidin-7-ol), P(Cl)(Cl)(Cl)(Cl)Cl (phosphorus pentachloride). Run in P(=O)(Cl)(Cl)Cl (phosphorus oxychloride). Yields the product ClC=1C2=C(N=C(N1)C(C)C)C(=NN2C)C (7-chloro-1,3-dimethyl-5-isopropyl-1H-pyrazolo[4,3-d]pyrimidine). The yield is 97.4%. RXN SMILES: [CH3:1][N:2]1[C:10]2[C:9](O)=[N:8][C:7]([CH:12]([CH3:14])[CH3:13])=[N:6][C:5]=2[C:4]([CH3:15])=[N:3]1.P(Cl)(Cl)(Cl)(Cl)[Cl:17]>P(Cl)(Cl)(Cl)=O>[Cl:17][C:9]1[C:10]2[N:2]([CH3:1])[N:3]=[C:4]([CH3:15])[C:5]=2[N:6]=[C:7]([CH:12]([CH3:14])[CH3:13])[N:8]=1. Procedure: A mixture of 10 g (0.048 mol) of 1,3-dimethyl-5-isopropyl-1H-pyrazolo[4,3-d]pyrimidin-7-ol and 10.2 g (0.049 mol) of phosphorus pentachloride in 70 ml of phosphorus oxychloride is stirred under reflux five hours and evaporated in vacuo. The residue is dissolved in 150 ml of methylene dichloride and stirred with 100 ml of a saturated solution of sodium bicarbonate. The organic layer is separated, dried over MgSO4, and evaporated in vacuo to to give 10.5 g of 7-chloro-1,3-dimethyl-5-isopropyl-1H-p... Reactants: BrC=1C=2C3=C(C(NC2C=CC1OC)=O)SC=C3 (9-bromo-8-methoxy-thieno[2,3-c]quinolin-4(5H)-one), CC(C(CNC(OC(C)(C)C)=O)C1=CC=C(C=C1)B1OC(C(O1)(C)C)(C)C)C (tert-butyl 3-methyl-2-(4-(4,4,5,5-tetramethyl-1,3,2-dioxaborolan-2-yl)phenyl)butylcarbamate). Product: COC1=C(C=2C3=C(C(NC2C=C1)=O)SC=C3)C3=CC=C(C=C3)C(CNC(OC(C)(C)C)=O)C(C)C (tert-Butyl 2-(4-(8-methoxy-4-oxo-4,5-dihydrothieno[2,3-c]quinolin-9-yl)phenyl)-3-methylbutylcarbamate). Yield: 20.0%. Reaction SMILES: Br[C:2]1[C:3]2[C:4]3[CH:17]=[CH:16][S:15][C:5]=3[C:6](=[O:14])[NH:7][C:8]=2[CH:9]=[CH:10][C:11]=1[O:12][CH3:13].[CH3:18][CH:19]([CH3:45])[CH:20]([C:30]1[CH:35]=[CH:34][C:33](B2OC(C)(C)C(C)(C)O2)=[CH:32][CH:31]=1)[CH2:21][NH:22][C:23](=[O:29])[O:24][C:25]([CH3:28])([CH3:27])[CH3:26]>>[CH3:13][O:12][C:11]1[CH:10]=[CH:9][C:8]2[NH:7][C:6](=[O:14])[C:5]3[S:15][CH:16]=[CH:17][C:4]=3[C:3]=2[C:2]=1[C:33]1[CH:32]=[CH:31][C:30]([CH:20]([CH:19]([CH3:45])[CH3:18])[CH2:21][NH:22][C:23](=[O:29])[O:24][C:25]([CH3:26])([CH3:27])[CH3:28])=[CH:35][CH:34]=1. Reported procedure: Following General Procedure B, 9-bromo-8-methoxy-thieno[2,3-c]quinolin-4(5H)-one) (800 mg, 2.58 mmol) was reacted with tert-butyl 3-methyl-2-(4-(4,4,5,5-tetramethyl-1,3,2-dioxaborolan-2-yl)phenyl)butylcarbamate (1.2 g, 3.09 mmol) to afford the desired product (250 mg, 20%) as a yellow solid: ESI MS m % z 493 [C28H32N2O4S+H]+.